Dataset: the Open Reaction Database (ORD), a public repository of structured organic reaction records. Task: describe an organic reaction: reactants, conditions, products, and yield The reactants are FC1=C(C=CC(=C1)F)NC1=CC(=C(C=C1)C(=O)C1=C(C=CC(=C1)N1N=NC(=C1)CCO)C)C ([4-(2,4-Difluoro-phenylamino)-2-methyl-phenyl]-{5-[4-(2-hydroxy-ethyl)-[1,2,3]triazol-1-yl]-2-methyl-phenyl}-methanone), BrC1=CC(=C(C=C1)C(=O)C1=C(C=CC(=C1)N1N=NC(=C1)CCO)C)Cl ((4-Bromo-2-chloro-phenyl)-{5-[4-(2-hydroxy-ethyl)-[1,2,3]triazol-1-yl]-2-methyl-phenyl}-methanone), CC=1C=C(C=C(C1)C)N (3,5-dimethyl-phenylamine). Yields the product ClC1=C(C=CC(=C1)NC1=CC(=CC(=C1)C)C)C(=O)C1=C(C=CC(=C1)N1N=NC(=C1)CCO)C ([2-Chloro-4-(3,5-dimethyl-phenylamino)-phenyl]-{5-[4-(2-hydroxy-ethyl)-[1,2,3]triazol-1-yl]-2-methyl-phenyl}-methanone). RXN SMILES: FC1C=C(F)C=CC=1NC1C=CC(C(C2C=C(N3C=C(CCO)N=N3)C=CC=2C)=O)=C(C)C=1.Br[C:35]1[CH:40]=[CH:39][C:38]([C:41]([C:43]2[CH:48]=[C:47]([N:49]3[CH:53]=[C:52]([CH2:54][CH2:55][OH:56])[N:51]=[N:50]3)[CH:46]=[CH:45][C:44]=2[CH3:57])=[O:42])=[C:37]([Cl:58])[CH:36]=1.[CH3:59][C:60]1[CH:61]=[C:62]([NH2:67])[CH:63]=[C:64]([CH3:66])[CH:65]=1>>[Cl:58][C:37]1[CH:36]=[C:35]([NH:67][C:62]2[CH:63]=[C:64]([CH3:66])[CH:65]=[C:60]([CH3:59])[CH:61]=2)[CH:40]=[CH:39][C:38]=1[C:41]([C:43]1[CH:48]=[C:47]([N:49]2[CH:53]=[C:52]([CH2:54][CH2:55][OH:56])[N:51]=[N:50]2)[CH:46]=[CH:45][C:44]=1[CH3:57])=[O:42]. Procedure: The reaction was carried out similarly as described in the preparation of compound 148, using compound 471 (0.13 mmol) and 3,5-dimethyl-phenylamine (0.13 mmol). The crude product was purified by flash chromatography using MeOH/DCM 1:20 as the eluent to afford the title compound. 13C NMR (CDCl3) δ 194.8, 149.2, 146.3, 141.2, 139.6, 139.4, 137.9, 135.6, 134.7, 134.1, 132.5, 126.9, 126.0, 122.1, 120.5, 120.0, 119.3, 116.3, 112.7, 67.1, 61.5, 28.8, 21.3, 19.8 Reactants: N1=C(C=CC=C1)CN (pyridin-2-ylmethanamine), OC=1C2=C(N=NN1)C(=CC=C2)C(=O)N (4-hydroxybenzo[d][1,2,3]-triazine-8-carboxamide). Product: N1=C(C=CC=C1)CNC=1C2=C(N=NN1)C(=CC=C2)C(=O)N (4-((pyridin-2-ylmethyl)amino)benzo[d][1,2,3]triazine-8-carboxamide). As a reaction SMILES: [N:1]1[CH:6]=[CH:5][CH:4]=[CH:3][C:2]=1[CH2:7][NH2:8].O[C:10]1[C:11]2[CH:19]=[CH:18][CH:17]=[C:16]([C:20]([NH2:22])=[O:21])[C:12]=2[N:13]=[N:14][N:15]=1>>[N:1]1[CH:6]=[CH:5][CH:4]=[CH:3][C:2]=1[CH2:7][NH:8][C:10]1[C:11]2[CH:19]=[CH:18][CH:17]=[C:16]([C:20]([NH2:22])=[O:21])[C:12]=2[N:13]=[N:14][N:15]=1. Procedure details: Compound 5 was prepared following general synthetic scheme 7 wherein pyridin-2-ylmethanamine was reacted with 4-hydroxybenzo[d][1,2,3]-triazine-8-carboxamide to give the title compound. LC-MS [281 (M+1)], 1H NMR (400 MHz, DMSO-d): δ 9.40 (s, 2H), 8.56-8.51 (m, 3H), 8.04 (s, 1H), 8.00 (t, 1H), 7.76-7.72 (m, 1H), 7.40 (d, 1H), 7.29-7.26 (m, 1H), 4.99 (d, 2H). The reactants are FC1=C(C=C(C(=C1Cl)F)Cl)N=C=O (2,4-difluoro-3,5-dichlorophenyl isocyanate), ClC1=C(C(=O)N)C=CC=C1 (2-chlorobenzamide). The solvent is C=1(C(=CC=CC1)C)C (xylene). Reaction conditions: time 5 hour. Product: FC1=C(C=C(C(=C1Cl)F)Cl)NC(=O)NC(C1=C(C=CC=C1)Cl)=O (N-(2,4-Difluoro-3,5-dichlorophenyl)-N'-(2-chlorobenzoyl)-urea). RXN SMILES: [F:1][C:2]1[C:7]([Cl:8])=[C:6]([F:9])[C:5]([Cl:10])=[CH:4][C:3]=1[N:11]=[C:12]=[O:13].[Cl:14][C:15]1[CH:23]=[CH:22][CH:21]=[CH:20][C:16]=1[C:17]([NH2:19])=[O:18]>C1(C)C(C)=CC=CC=1>[F:1][C:2]1[C:7]([Cl:8])=[C:6]([F:9])[C:5]([Cl:10])=[CH:4][C:3]=1[NH:11][C:12]([NH:19][C:17](=[O:18])[C:16]1[CH:20]=[CH:21][CH:22]=[CH:23][C:15]=1[Cl:14])=[O:13]. Reported procedure: A mixture of 9.0 gm (0.040 mol) of 2,4-difluoro-3,5-dichlorophenyl isocyanate, 6.5 gm (0.042 mol) of 2-chlorobenzamide, and 100 ml of xylene was boiled for five hours under reflux. It was then allowed to cool, and the product which precipitated was removed by suction filtration and dried. The product is CC1=NC(=NO1)C=1C=C(OC(C(=O)NC2=CC=C(C=C2)N2S(CCC2)(=O)=O)CCC)C=CC1 (2-[3-(5-methyl-1,2,4-oxadiazol-3-yl)phenoxy]-N-[4-(1,1-dioxoisothiazolidin-2-yl)phenyl]valeramide). Reported procedure: 101 μl (1.00 mmol) of 4-methylmorpholine are added to a solution of 212 mg (1.00 mmol) of 2-(4-aminophenyl)isothiazolidine 1,1-dioxide, 276 mg (1.00 mmol) of 2-[3-(5-methyl-1,2,4-oxadiazol-3-yl)phenoxy]-pentanoic acid, 192 mg (1.00 mmol) of N-(3-dimethylaminopropyl)-N′-ethylcarbodiimide hydrochloride (DAPECI) and 135 mg (1.00 mmol) of hydroxybenzotriazole hydrate (HOBt) in 1 ml of DMF, and the mixture is stirred at room temperature for 24 hours. The reaction mixture is introduced into water, and... RXN SMILES: CN1CCOCC1.[NH2:8][C:9]1[CH:14]=[CH:13][C:12]([N:15]2[CH2:19][CH2:18][CH2:17][S:16]2(=[O:21])=[O:20])=[CH:11][CH:10]=1.[CH3:22][C:23]1[O:27][N:26]=[C:25]([C:28]2[CH:29]=[C:30]([CH:39]=[CH:40][CH:41]=2)[O:31][CH:32]([CH2:36][CH2:37][CH3:38])[C:33](O)=[O:34])[N:24]=1.Cl.CN(C)CCCN=C=NCC.O.OC1C2N=NNC=2C=CC=1>CN(C=O)C.O>[CH3:22][C:23]1[O:27][N:26]=[C:25]([C:28]2[CH:29]=[C:30]([CH:39]=[CH:40][CH:41]=2)[O:31][CH:32]([CH2:36][CH2:37][CH3:38])[C:33]([NH:8][C:9]2[CH:10]=[CH:11][C:12]([N:15]3[CH2:19][CH2:18][CH2:17][S:16]3(=[O:21])=[O:20])=[CH:13][CH:14]=2)=[O:34])[N:24]=1 |f:3.4,5.6|. Reaction conditions: time 24 hour. Solvent: CN(C)C=O (DMF), O (water). Reactants: CN1CCOCC1 (4-methylmorpholine), NC1=CC=C(C=C1)N1S(CCC1)(=O)=O (2-(4-aminophenyl)isothiazolidine 1,1-dioxide), CC1=NC(=NO1)C=1C=C(OC(C(=O)O)CCC)C=CC1 (2-[3-(5-methyl-1,2,4-oxadiazol-3-yl)phenoxy]-pentanoic acid), Cl.CN(CCCN=C=NCC)C (N-(3-dimethylaminopropyl)-N′-ethylcarbodiimide hydrochloride), O.OC1=CC=CC=2NN=NC21 (hydroxybenzotriazole hydrate). Reactants: CC(C)(C)OC(=O)N1CCC(C#N)CC1, CCCCCC, CC(C)NC(C)C, ClCBr, C1CCOC1, O. Yields the product CC(C)(C)OC(=O)N1CCC(C#N)(CCl)CC1. As a reaction SMILES: [C:8]([CH3:9])([CH3:10])([CH3:11])[O:12][C:13](=[O:14])[N:15]1[CH2:16][CH2:17][CH:18]([C:21]#[N:22])[CH2:19][CH2:20]1.[CH3:27][CH2:28][CH2:29][CH2:30][CH2:31][CH3:32].[CH:1]([NH:2][CH:3]([CH3:4])[CH3:5])([CH3:6])[CH3:7].[Cl:23][CH2:24][Br:25].[O:33]1[CH2:34][CH2:35][CH2:36][CH2:37]1.[OH2:26]>>[C:8]([CH3:9])([CH3:10])([CH3:11])[O:12][C:13](=[O:14])[N:15]1[CH2:16][CH2:17][C:18]([C:21]#[N:22])([CH2:24][Cl:23])[CH2:19][CH2:20]1.